The task is: describe an organic reaction: reactants, conditions, products, and yield. This data is from the Open Reaction Database (ORD), a public repository of structured organic reaction records. Reactants: NC1=C(C(=O)C2=CC(=C(C=C2)OC)OC)C=C(C(=C1)OC)OC (2-amino-4,5,3',4'-tetramethoxybenzophenone), COC(=O)CC(=O)CC(=O)OC (dimethyl acetonedicarboxylate). The reagents and catalysts are S(O)(O)(=O)=O (sulfuric acid). The solvent is C(C)(=O)O (acetic acid). Reaction conditions: temperature 100 celsius, time 2.5 hour. Product: COC=1C=C2C(=C(C(=NC2=CC1OC)CC(=O)OC)C(=O)OC)C1=CC(=C(C=C1)OC)OC (methyl 6,7-dimethoxy-4-(3,4-dimethoxyphenyl)-3-methoxycarbonylquinoline-2-acetate). The yield is 63.4%. Reaction SMILES: [NH2:1][C:2]1[CH:19]=[C:18]([O:20][CH3:21])[C:17]([O:22][CH3:23])=[CH:16][C:3]=1[C:4]([C:6]1[CH:11]=[CH:10][C:9]([O:12][CH3:13])=[C:8]([O:14][CH3:15])[CH:7]=1)=O.[CH3:24][O:25][C:26]([CH2:28][C:29]([CH2:31][C:32]([O:34][CH3:35])=[O:33])=O)=[O:27]>S(=O)(=O)(O)O.C(O)(=O)C>[CH3:23][O:22][C:17]1[CH:16]=[C:3]2[C:2](=[CH:19][C:18]=1[O:20][CH3:21])[N:1]=[C:29]([CH2:28][C:26]([O:25][CH3:24])=[O:27])[C:31]([C:32]([O:34][CH3:35])=[O:33])=[C:4]2[C:6]1[CH:11]=[CH:10][C:9]([O:12][CH3:13])=[C:8]([O:14][CH3:15])[CH:7]=1. Procedure details: Three drops of conc. sulfuric acid was added to a mixture of 2-amino-4,5,3',4'-tetramethoxybenzophenone (1.55 g), dimethyl acetonedicarboxylate (0.936 g) and acetic acid (30 ml), and the resulting mixture was stirred at 100° C. for 2.5 hours. The reaction mixture was concentrated under reduced pressure, the residue was poured into water, neutralized with an aqueous saturated sodium bicarbonate solution and extracted with chloroform. The chloroform layer was washed with water dried over magnesium...